This data is from the Open Reaction Database (ORD), a public repository of structured organic reaction records. The task is: describe an organic reaction: reactants, conditions, products, and yield Starting materials: OC1=CC=2C3=C(NC2C=C1)C(CC3)CC(=O)OCC (ethyl 2-(7-hydroxy-1,2,3,4-tetrahydrocyclopenta[b]indol-3-yl)acetate), ClCC1=CC(=C(C=C1)C1CCCC1)C(F)(F)F (4-(chloromethyl)-1-cyclopentyl-2-(trifluoromethyl)benzene), C([O-])([O-])=O.[Cs+].[Cs+] (cesium carbonate). The solvent is CN(C)C=O (DMF). Conditions: time 8 hour. Product: C1(CCCC1)C(C1=CC(=CC=C1)C(F)(F)F)OC1=CC=2C3=C(NC2C=C1)C(CC3)CC(=O)OCC ((R/S)-Ethyl 2-(7-(Cyclopentyl-3-(trifluoromethyl)benzyloxy)-1,2,3,4-tetrahydrocyclopenta[b]indol-3-yl)acetate). Isolated yield 41.3%. Reaction SMILES: [OH:1][C:2]1[CH:10]=[CH:9][C:8]2[NH:7][C:6]3[CH:11]([CH2:14][C:15]([O:17][CH2:18][CH3:19])=[O:16])[CH2:12][CH2:13][C:5]=3[C:4]=2[CH:3]=1.ClC[C:22]1[CH:27]=[CH:26][C:25]([CH:28]2[CH2:32][CH2:31][CH2:30][CH2:29]2)=[C:24]([C:33]([F:36])([F:35])[F:34])[CH:23]=1.[C:37](=O)([O-])[O-].[Cs+].[Cs+]>CN(C=O)C>[CH:28]1([CH:25]([O:1][C:2]2[CH:10]=[CH:9][C:8]3[NH:7][C:6]4[CH:11]([CH2:14][C:15]([O:17][CH2:18][CH3:19])=[O:16])[CH2:12][CH2:13][C:5]=4[C:4]=3[CH:3]=2)[C:26]2[CH:27]=[CH:22][CH:23]=[C:24]([C:33]([F:34])([F:35])[F:36])[CH:37]=2)[CH2:29][CH2:30][CH2:31][CH2:32]1 |f:2.3.4|. Procedure details: To a solution of ethyl 2-(7-hydroxy-1,2,3,4-tetrahydrocyclopenta[b]indol-3-yl)acetate (50.0 mg, 0.193 mmol) and 4-(chloromethyl)-1-cyclopentyl-2-(trifluoromethyl)benzene (152.0 mg, 0.578 mmol) in DMF (3 mL) was added cesium carbonate (75.0 mg, 0.231 mmol). The mixture was stirred at room temperature overnight, filtered through Celite®, and concentrated under reduced pressure. The residue was purified by HPLC to give the title compound as a light pink oil (38.7 mg). LCMS m/z=486.5 [M+H]+. Starting materials: CO, CN, O=C1c2ccccc2C(=O)N1C1CCCC(Oc2ccc3[nH]ncc3c2C(F)(F)F)C1. Yields the product NC1CCCC(Oc2ccc3[nH]ncc3c2C(F)(F)F)C1. As a reaction SMILES: [CH3:32][OH:33].[CH3:34][NH2:35].[F:1][C:2]([c:3]1[c:4]2[cH:5][n:6][nH:7][c:8]2[cH:9][cH:10][c:11]1[O:12][CH:13]1[CH2:14][CH:15]([N:19]2[C:20](=[O:21])[c:22]3[c:23]([cH:24][cH:25][cH:26][cH:27]3)[C:28]2=[O:29])[CH2:16][CH2:17][CH2:18]1)([F:30])[F:31]>>[F:1][C:2]([c:3]1[c:4]2[cH:5][n:6][nH:7][c:8]2[cH:9][cH:10][c:11]1[O:12][CH:13]1[CH2:14][CH:15]([NH2:19])[CH2:16][CH2:17][CH2:18]1)([F:30])[F:31].